From a dataset of the Open Reaction Database (ORD), a public repository of structured organic reaction records. describe an organic reaction: reactants, conditions, products, and yield Starting materials: CCOC(=O)CCC(CCC#N)(c1ccccc1)c1ccccc1, CCO, [Na+], [OH-]. The product is N#CCCC(CCC(=O)O)(c1ccccc1)c1ccccc1. Reaction SMILES: [C:1](#[N:2])[CH2:3][CH2:4][C:5]([CH2:6][CH2:7][C:8](=[O:9])[O:10][CH2:11][CH3:12])([c:13]1[cH:14][cH:15][cH:16][cH:17][cH:18]1)[c:19]1[cH:20][cH:21][cH:22][cH:23][cH:24]1.[CH3:27][CH2:28][OH:29].[Na+:26].[OH-:25]>>[C:1](#[N:2])[CH2:3][CH2:4][C:5]([CH2:6][CH2:7][C:8](=[O:9])[OH:10])([c:13]1[cH:14][cH:15][cH:16][cH:17][cH:18]1)[c:19]1[cH:20][cH:21][cH:22][cH:23][cH:24]1.